Dataset: the Open Reaction Database (ORD), a public repository of structured organic reaction records. Task: describe an organic reaction: reactants, conditions, products, and yield Reactants: COC1=C(C=C(C(=O)O)C=C1)C (4-methoxy-3-methylbenzoic acid), [C@@H]1(CCC2=CC=CC=C12)N ((S)-2,3-dihydro-1H-inden-1-amine). The product is [C@@H]1(CCC2=CC=CC=C12)NC(C1=CC(=C(C=C1)OC)C)=O ((S)—N-(2,3-Dihydro-1H-inden-1-yl)-4-methoxy-3-methylbenzamide). Isolated yield 63.0%. Reaction SMILES: [CH3:1][O:2][C:3]1[CH:11]=[CH:10][C:6]([C:7]([OH:9])=O)=[CH:5][C:4]=1[CH3:12].[C@@H:13]1([NH2:22])[C:21]2[C:16](=[CH:17][CH:18]=[CH:19][CH:20]=2)[CH2:15][CH2:14]1>>[C@@H:13]1([NH:22][C:7](=[O:9])[C:6]2[CH:10]=[CH:11][C:3]([O:2][CH3:1])=[C:4]([CH3:12])[CH:5]=2)[C:21]2[C:16](=[CH:17][CH:18]=[CH:19][CH:20]=2)[CH2:15][CH2:14]1. Procedure: Prepared in a similar manner to example 4 using 4-methoxy-3-methylbenzoic acid and (S)-2,3-dihydro-1H-inden-1-amine. Yield 63%. 1HNMR (500 MHz, dMSO): δ 1.94-1.99 (m, 1H), 2.17 (s, 3H), 2.41-2.46 (m, 1H), 2.82-2.87 (m, 1H), 2.96-3.01 (m, 1H), 3.83 (s, 3H), 5.53-5.57 (dd, 1H), 6.98-6.99 (d, 1H), 7.16-7.23 (m, 3H), 7.26-7.27 (m, 1H), 7.75-7.80 (m, 2H), 8.54-8.55 (d, 1H). MS (M+H, 282).